Dataset: the Open Reaction Database (ORD), a public repository of structured organic reaction records. Task: describe an organic reaction: reactants, conditions, products, and yield The reactants are CO, O=C(NCCN1CCC(n2c(=O)[nH]c3ccccc32)CC1)c1ccc(F)cc1[N+](=O)[O-], [H][H]. Product: Nc1cc(F)ccc1C(=O)NCCN1CCC(n2c(=O)[nH]c3ccccc32)CC1. Reaction SMILES: [CH3:34][OH:35].[F:1][c:2]1[cH:3][c:4]([N+:29]([O-:30])=[O:31])[c:5]([C:6](=[O:7])[NH:8][CH2:9][CH2:10][N:11]2[CH2:12][CH2:13][CH:14]([n:17]3[c:18](=[O:26])[nH:19][c:20]4[c:21]3[cH:22][cH:23][cH:24][cH:25]4)[CH2:15][CH2:16]2)[cH:27][cH:28]1.[H:32][H:33]>>[F:1][c:2]1[cH:3][c:4]([NH2:29])[c:5]([C:6](=[O:7])[NH:8][CH2:9][CH2:10][N:11]2[CH2:12][CH2:13][CH:14]([n:17]3[c:18](=[O:26])[nH:19][c:20]4[c:21]3[cH:22][cH:23][cH:24][cH:25]4)[CH2:15][CH2:16]2)[cH:27][cH:28]1. Starting materials: S(O)(O)(=O)=O.NC1=C2N(N=C1)CCN2 (7-amino-2,3-dihydro-1H-imidazo[1,2-b]pyrazole sulfuric acid salt), C(C)N(C(C)C)C(C)C (N-ethyldiisopropylamine), C(C)(C)(C)OC(=O)NCC(=O)ON1C(CCC1=O)=O (N-[2-(tert-butoxycarbonylamino)acetoxy]succinimide). The solvent is C(Cl)Cl (methylene chloride). Conditions: time 22 hour. Product: C(C)(C)(C)OC(=O)NCC(=O)NC1=C2N(N=C1)CCN2 (7-[2-(tert-butoxycarbonylamino)acetyl]amino-2,3-dihydro-1H-imidazo[1,2-b]pyrazole). Yield: 59.5%. As a reaction SMILES: S(=O)(=O)(O)O.[NH2:6][C:7]1[CH:11]=[N:10][N:9]2[CH2:12][CH2:13][NH:14][C:8]=12.C(N(C(C)C)C(C)C)C.[C:24]([O:28][C:29]([NH:31][CH2:32][C:33](ON1C(=O)CCC1=O)=[O:34])=[O:30])([CH3:27])([CH3:26])[CH3:25]>C(Cl)Cl>[C:24]([O:28][C:29]([NH:31][CH2:32][C:33]([NH:6][C:7]1[CH:11]=[N:10][N:9]2[CH2:12][CH2:13][NH:14][C:8]=12)=[O:34])=[O:30])([CH3:27])([CH3:26])[CH3:25] |f:0.1|. Reported procedure: To a solution of 7-amino-2,3-dihydro-1H-imidazo[1,2-b]pyrazole sulfuric acid salt (1.42 g) and N-ethyldiisopropylamine (2.73 g) in methylene chloride (50 ml) was added N-[2-(tert-butoxycarbonylamino)acetoxy]succinimide (1.90 g). The mixture was stirred at room temperature for 22 hours. The reaction mixture was washed with saturated aqueous sodium hydrogen carbonate solution, and the organic layer was dried over anhydrous magnesium sulfate, filtered and concentrated in vacuo. The oily residue was...